From a dataset of the Open Reaction Database (ORD), a public repository of structured organic reaction records. describe an organic reaction: reactants, conditions, products, and yield The reactants are BrBr, COC(=O)c1cc(OC)ccc1Nc1cc(C(C)(C)C)nn1C, CC(=O)O, O. The product is COC(=O)c1cc(OC)ccc1Nc1c(Br)c(C(C)(C)C)nn1C. Reaction SMILES: [Br:24][Br:25].[C:1]([CH3:2])([CH3:3])([CH3:4])[c:5]1[n:6][n:7]([CH3:23])[c:8]([NH:10][c:11]2[c:12]([C:13](=[O:14])[O:15][CH3:16])[cH:17][c:18]([O:21][CH3:22])[cH:19][cH:20]2)[cH:9]1.[CH3:27][C:28](=[O:29])[OH:30].[OH2:26]>>[C:1]([CH3:2])([CH3:3])([CH3:4])[c:5]1[n:6][n:7]([CH3:23])[c:8]([NH:10][c:11]2[c:12]([C:13](=[O:14])[O:15][CH3:16])[cH:17][c:18]([O:21][CH3:22])[cH:19][cH:20]2)[c:9]1[Br:24]. Starting materials: ClC1=NC(=CC(=N1)Cl)C (2,4-dichloro-6-methylpyrimidine), Cl.C(C)(C)(C)OC(CNC)=O (sarcosine tert-butyl ester hydrochloride). The product is C(C)(C)(C)OC(CN(C)C1=NC(=NC(=C1)C)Cl)=O ([(2-Chloro-6-methyl-pyrimidin-4-yl)-methyl-amino]-acetic acid tert-butyl ester). The yield is 52.0%. RXN SMILES: [Cl:1][C:2]1[N:7]=[C:6](Cl)[CH:5]=[C:4]([CH3:9])[N:3]=1.Cl.[C:11]([O:15][C:16](=[O:20])[CH2:17][NH:18][CH3:19])([CH3:14])([CH3:13])[CH3:12]>>[C:11]([O:15][C:16](=[O:20])[CH2:17][N:18]([C:6]1[CH:5]=[C:4]([CH3:9])[N:3]=[C:2]([Cl:1])[N:7]=1)[CH3:19])([CH3:14])([CH3:13])[CH3:12] |f:1.2|. Reported procedure: Prepared in analogy to example 98a), using 2,4-dichloro-6-methylpyrimidine and sarcosine tert-butyl ester hydrochloride. The title compound was isolated as a slightly yellow oil in a yield of 52%. MS ISP (m/e): 272.2 & 274.0 (25 & 10) [(M+H)+]. 1H NMR (CDCl3, 300 MHz): δ (ppm)=6.23 (s broad, 1H), 4.21 (s broad, 2H), 3.10 (s broad, 3H), 2.36 (s, 3H), 1.46 (s, 9H). The reactants are COc1ccc(-c2nc(Sc3ccc(F)cc3)[nH]c2-c2ccc(OC)cc2)cc1, ClCCl, O=C(OO)c1cccc(Cl)c1. Yields the product COc1ccc(-c2nc(S(=O)c3ccc(F)cc3)[nH]c2-c2ccc(OC)cc2)cc1. RXN SMILES: [CH3:12][O:13][c:14]1[cH:15][cH:16][c:17](-[c:20]2[n:21][c:22]([S:33][c:34]3[cH:35][cH:36][c:37]([F:40])[cH:38][cH:39]3)[nH:23][c:24]2-[c:25]2[cH:26][cH:27][c:28]([O:31][CH3:32])[cH:29][cH:30]2)[cH:18][cH:19]1.[Cl:41][CH2:42][Cl:43].[OH:1][O:2][C:3]([c:4]1[cH:5][c:6]([Cl:7])[cH:8][cH:9][cH:10]1)=[O:11]>>[O:1]=[S:33]([c:22]1[n:21][c:20](-[c:17]2[cH:16][cH:15][c:14]([O:13][CH3:12])[cH:19][cH:18]2)[c:24](-[c:25]2[cH:26][cH:27][c:28]([O:31][CH3:32])[cH:29][cH:30]2)[nH:23]1)[c:34]1[cH:35][cH:36][c:37]([F:40])[cH:38][cH:39]1. Starting materials: BrC=1C(=NC2=CC=C(C=C2N1)C(=O)OC)C1=CC=CC=C1 (methyl 3-bromo-2-phenylquinoxaline-6-carboxylate), CC1NCCC1 (2-methylpyrrolidine), C([O-])([O-])=O.[K+].[K+] (potassium carbonate). Solvent: CN(C=O)C (N,N-dimethylformamide). Reaction conditions: temperature 100 celsius, time 8 hour. Yields the product C[C@@H]1N(CCC1)C=1C(=NC2=CC=C(C=C2N1)C(=O)OC)C1=CC=CC=C1 ((S)-methyl 3-(2-methylpyrrolidin-1-yl)-2-phenylquinoxaline-6-carboxylate). Isolated yield 33.4%. Reaction SMILES: Br[C:2]1[C:3]([C:16]2[CH:21]=[CH:20][CH:19]=[CH:18][CH:17]=2)=[N:4][C:5]2[C:10]([N:11]=1)=[CH:9][C:8]([C:12]([O:14][CH3:15])=[O:13])=[CH:7][CH:6]=2.[CH3:22][CH:23]1[CH2:27][CH2:26][CH2:25][NH:24]1.C(=O)([O-])[O-].[K+].[K+]>CN(C)C=O>[CH3:22][C@H:23]1[CH2:27][CH2:26][CH2:25][N:24]1[C:2]1[C:3]([C:16]2[CH:21]=[CH:20][CH:19]=[CH:18][CH:17]=2)=[N:4][C:5]2[C:10]([N:11]=1)=[CH:9][C:8]([C:12]([O:14][CH3:15])=[O:13])=[CH:7][CH:6]=2 |f:2.3.4|. Procedure details: Into a 20-mL sealed tube, was placed methyl 3-bromo-2-phenylquinoxaline-6-carboxylate (500 mg, 1.67 mmol, 1.00 equiv), 2-methylpyrrolidine (285 mg, 2.92 mmol, 2.00 equiv), potassium carbonate (693.8 mg, 4.01 mmol, 3.00 equiv), N,N-dimethylformamide (6 mL). The resulting solution was stirred overnight at 100° C. in an oil bath. The reaction was then quenched by the addition of water. The resulting solution was extracted with 12×20 mL of dichloromethane and the organic layers combined and dried ov... Solvent: C=1(C(=CC=CC1)C)C (xylene). Isolated yield 69.0%. The product is ClC1=CC2=C(NC(CC(=N2)C2=CC(=CC=C2)C2=CC(=NC=C2)C)=O)C=C1Cl (7,8-Dichloro-4-[3-(2-methyl-pyridin-4-yl)-phenyl]-1,3-dihydro-benzo[b][1,4]diazepin-2-one), solid. Procedure details: The title compound was prepared from commercially available 4,5-dichloro-1,2-phenylendiamine (177 mg, 1.0 mmol) and 3-[3-(2-methyl-pyridin-4-yl)-phenyl]-3-oxo-propionic acid tert-butyl ester (Example K12) (311 mg, 1.0 mmol) in xylene (20 ml) under reflux conditions for 2 h according to the general procedure M. Obtained as a light red solid (274 mg, 69%). Starting materials: ClC1=CC(=C(C=C1Cl)N)N (4,5-dichloro-1,2-phenylendiamine), C(C)(C)(C)OC(CC(=O)C1=CC(=CC=C1)C1=CC(=NC=C1)C)=O (3-[3-(2-methyl-pyridin-4-yl)-phenyl]-3-oxo-propionic acid tert-butyl ester). RXN SMILES: [Cl:1][C:2]1[C:7]([Cl:8])=[CH:6][C:5]([NH2:9])=[C:4]([NH2:10])[CH:3]=1.C([O:15][C:16](=O)[CH2:17][C:18]([C:20]1[CH:25]=[CH:24][CH:23]=[C:22]([C:26]2[CH:31]=[CH:30][N:29]=[C:28]([CH3:32])[CH:27]=2)[CH:21]=1)=O)(C)(C)C>C1(C)C(C)=CC=CC=1>[Cl:1][C:2]1[C:7]([Cl:8])=[CH:6][C:5]2[NH:9][C:16](=[O:15])[CH2:17][C:18]([C:20]3[CH:25]=[CH:24][CH:23]=[C:22]([C:26]4[CH:31]=[CH:30][N:29]=[C:28]([CH3:32])[CH:27]=4)[CH:21]=3)=[N:10][C:4]=2[CH:3]=1. Reaction SMILES: [C:1]([CH3:2])(=[O:3])[O:4][CH2:5][CH2:6][O:7][c:8]1[n:9][n:10]([CH3:34])[c:11]([N:14]([CH2:15][O:16][CH2:17][CH2:18][O:19][CH3:20])[S:21](=[O:22])(=[O:23])[c:24]2[cH:25][cH:26][c:27]([C:30]([CH3:31])([CH3:32])[CH3:33])[cH:28][cH:29]2)[c:12]1[I:13].[C:38](=[O:39])([O-:40])[O-:41].[CH3:35][CH2:36][OH:37].[CH3:57][c:58]1[cH:59][cH:60][cH:61][cH:62][cH:63]1.[Cs+:42].[Cs+:43].[F:44][C:45]([c:46]1[cH:47][cH:48][c:49]([B:52]([OH:53])[OH:54])[cH:50][cH:51]1)([F:55])[F:56].[OH2:64]>>[C:1]([CH3:2])(=[O:3])[O:4][CH2:5][CH2:6][O:7][c:8]1[n:9][n:10]([CH3:34])[c:11]([N:14]([CH2:15][O:16][CH2:17][CH2:18][O:19][CH3:20])[S:21](=[O:22])(=[O:23])[c:24]2[cH:25][cH:26][c:27]([C:30]([CH3:31])([CH3:32])[CH3:33])[cH:28][cH:29]2)[c:12]1-[c:49]1[cH:48][cH:47][c:46]([C:45]([F:44])([F:55])[F:56])[cH:51][cH:50]1. Yields the product COCCOCN(c1c(-c2ccc(C(F)(F)F)cc2)c(OCCOC(C)=O)nn1C)S(=O)(=O)c1ccc(C(C)(C)C)cc1. Reactants: COCCOCN(c1c(I)c(OCCOC(C)=O)nn1C)S(=O)(=O)c1ccc(C(C)(C)C)cc1, O=C([O-])[O-], CCO, Cc1ccccc1, [Cs+], [Cs+], OB(O)c1ccc(C(F)(F)F)cc1, O. Reactants: Cc1cnc(N2CCN(C(=O)c3ccc(Br)cc3S(C)(=O)=O)CC2)c(C)c1, CCC1COC(=O)N1. Yields the product CCC1COC(=O)N1c1ccc(C(=O)N2CCN(c3ncc(C)cc3C)CC2)c(S(C)(=O)=O)c1. As a reaction SMILES: [Br:1][c:2]1[cH:3][c:4]([S:24](=[O:25])(=[O:26])[CH3:27])[c:5]([C:8](=[O:9])[N:10]2[CH2:11][CH2:12][N:13]([c:16]3[n:17][cH:18][c:19]([CH3:23])[cH:20][c:21]3[CH3:22])[CH2:14][CH2:15]2)[cH:6][cH:7]1.[CH2:28]([CH3:29])[CH:30]1[NH:31][C:32](=[O:35])[O:33][CH2:34]1>>[c:2]1([N:31]2[CH:30]([CH2:28][CH3:29])[CH2:34][O:33][C:32]2=[O:35])[cH:3][c:4]([S:24](=[O:25])(=[O:26])[CH3:27])[c:5]([C:8](=[O:9])[N:10]2[CH2:11][CH2:12][N:13]([c:16]3[n:17][cH:18][c:19]([CH3:23])[cH:20][c:21]3[CH3:22])[CH2:14][CH2:15]2)[cH:6][cH:7]1. The reactants are CCO, CCOC(=O)CNC(=O)c1ccc(NCCCCCCCCC2CCCCC2)cc1, [Na+], [OH-]. The product is O=C(O)CNC(=O)c1ccc(NCCCCCCCCC2CCCCC2)cc1. Reaction SMILES: [CH3:33][CH2:34][OH:35].[CH:1]1([CH2:7][CH2:8][CH2:9][CH2:10][CH2:11][CH2:12][CH2:13][CH2:14][NH:15][c:16]2[cH:17][cH:18][c:19]([C:20](=[O:21])[NH:22][CH2:23][C:24](=[O:25])[O:26][CH2:27][CH3:28])[cH:29][cH:30]2)[CH2:2][CH2:3][CH2:4][CH2:5][CH2:6]1.[Na+:32].[OH-:31]>>[CH:1]1([CH2:7][CH2:8][CH2:9][CH2:10][CH2:11][CH2:12][CH2:13][CH2:14][NH:15][c:16]2[cH:17][cH:18][c:19]([C:20](=[O:21])[NH:22][CH2:23][C:24](=[O:25])[OH:26])[cH:29][cH:30]2)[CH2:2][CH2:3][CH2:4][CH2:5][CH2:6]1. Isolated yield 93.5%. RXN SMILES: [C:1]([O:5][C:6]([NH:8][CH:9]1[CH2:13][NH:12][NH:11][C:10]1=[O:14])=[O:7])([CH3:4])([CH3:3])[CH3:2].O.[C:16]1([CH3:26])[CH:21]=[CH:20][C:19]([S:22]([OH:25])(=[O:24])=[O:23])=[CH:18][CH:17]=1>C(Cl)Cl>[C:16]1([CH3:26])[CH:17]=[CH:18][C:19]([S:22]([OH:25])(=[O:23])=[O:24])=[CH:20][CH:21]=1.[C:1]([O:5][C:6]([NH:8][CH:9]1[CH2:13][NH:12][NH:11][C:10]1=[O:14])=[O:7])([CH3:4])([CH3:2])[CH3:3] |f:1.2,4.5|. Yields the product C1(=CC=C(C=C1)S(=O)(=O)O)C.C(C)(C)(C)OC(=O)NC1C(NNC1)=O (4-(R,S)-(t-butoxycarbonylamino)-3-oxo-1,2-diazolidine p-toluenesulfonate salt). The solvent is C(Cl)Cl (methylene chloride). Procedure details: 4-(R,S)-(t-Butoxycarbonylamino)-3-oxo-1,2-diazolidine (1.7 g, 8.45mmol) was slurried in methylene chloride (50 ml). p-Toluenesulfonic acid hydrate (1.6 g, 8.45 mmol) was added to the slurry. After 20 minutes the resultant solid material was collected then dried in vacuo for approximately 48 hours to yield 2.95 g of colorless 4-(R,S)-(t-butoxycarbonylamino)-3-oxo-1,2-diazolidine p-toluenesulfonate salt: n.m.r. (90 MHz, DMSO-d6): δ 7.5 (d, 2, J=8), 7.1 (d, 2, J=8), 4.32 (m, 1), 3.9 (m, 1), 3.4 (m,... Reactants: C(C)(C)(C)OC(=O)NC1C(NNC1)=O (4-(R,S)-(t-Butoxycarbonylamino)-3-oxo-1,2-diazolidine), O.C1(=CC=C(C=C1)S(=O)(=O)O)C (p-Toluenesulfonic acid hydrate). The reactants are Cc1ccccc1, CCN(C(C)C)C(C)C, Cc1cccc(NC(=O)CCl)c1, c1csc(N2CCNCC2)n1. Product: Cc1cccc(NC(=O)CN2CCN(c3nccs3)CC2)c1. RXN SMILES: [CH3:33][c:34]1[cH:35][cH:36][cH:37][cH:38][cH:39]1.[CH:24]([N:25]([CH2:26][CH3:27])[CH:28]([CH3:29])[CH3:30])([CH3:31])[CH3:32].[Cl:1][CH2:2][C:3](=[O:4])[NH:5][c:6]1[cH:7][c:8]([CH3:12])[cH:9][cH:10][cH:11]1.[s:13]1[c:14]([N:18]2[CH2:19][CH2:20][NH:21][CH2:22][CH2:23]2)[n:15][cH:16][cH:17]1>>[CH2:2]([C:3](=[O:4])[NH:5][c:6]1[cH:7][c:8]([CH3:12])[cH:9][cH:10][cH:11]1)[N:21]1[CH2:20][CH2:19][N:18]([c:14]2[s:13][cH:17][cH:16][n:15]2)[CH2:23][CH2:22]1.